From a dataset of the Open Reaction Database (ORD), a public repository of structured organic reaction records. describe an organic reaction: reactants, conditions, products, and yield The reactants are BrCC1=C(C=C(C=C1)C=1OC2=C(N1)C=CC=C2)OC (2-[4-(bromomethyl)-3-methoxyphenyl]-1,3-benzoxazole), N1N=NC=C1 (1H-1,2,3-triazole), C(=O)([O-])[O-].[Cs+].[Cs+] (Cs2CO3). The solvent is CC#N (MeCN). Product: COC=1C=C(C=CC1CN1N=NC=C1)C=1OC2=C(N1)C=CC=C2 (2-[3-methoxy-4-(1H-1,2,3-triazol-1-ylmethyl)phenyl]-1,3-benzoxazole), COC=1C=C(C=CC1CN1N=CC=N1)C=1OC2=C(N1)C=CC=C2 (2-[3-methoxy-4-(2H-1,2,3-triazol-2-ylmethyl)phenyl]-1,3-benzoxazole). Reaction SMILES: Br[CH2:2][C:3]1[CH:8]=[CH:7][C:6]([C:9]2[O:10][C:11]3[CH:17]=[CH:16][CH:15]=[CH:14][C:12]=3[N:13]=2)=[CH:5][C:4]=1[O:18][CH3:19].[NH:20]1[CH:24]=[CH:23][N:22]=[N:21]1.C([O-])([O-])=O.[Cs+].[Cs+]>CC#N>[CH3:19][O:18][C:4]1[CH:5]=[C:6]([C:9]2[O:10][C:11]3[CH:17]=[CH:16][CH:15]=[CH:14][C:12]=3[N:13]=2)[CH:7]=[CH:8][C:3]=1[CH2:2][N:20]1[CH:24]=[CH:23][N:22]=[N:21]1.[CH3:19][O:18][C:4]1[CH:5]=[C:6]([C:9]2[O:10][C:11]3[CH:17]=[CH:16][CH:15]=[CH:14][C:12]=3[N:13]=2)[CH:7]=[CH:8][C:3]=1[CH2:2][N:21]1[N:22]=[CH:23][CH:24]=[N:20]1 |f:2.3.4|. Reported procedure: A slurry of 2-[4-(bromomethyl)-3-methoxyphenyl]-1,3-benzoxazole (300 mg, 1.0 mmol) and 1H-1,2,3-triazole (70 mg, 1.0 mmol), and Cs2CO3 (325 mg, 1.0 mmol) and MeCN (10 mL) was stirred vigorously at rt for 8 h. Silica gel (600 mg) was added, and the reaction mixture was concentrated to dryness. The residue was purified by flash chromatography on silica gel (linear gradient of EtOAc in hexanes from 0 to 100% over 25 min) to afford 2-[3-methoxy-4-(1H-1,2,3-triazol-1-ylmethyl)phenyl]-1,3-benzoxazole ...